Dataset: the Open Reaction Database (ORD), a public repository of structured organic reaction records. Task: describe an organic reaction: reactants, conditions, products, and yield Starting materials: [N+](=O)([O-])C=CC1=CC=CC=C1 (β-Nitrostyrene), N1(CCCC1)C(=S)[S-].[NH4+] (ammonium 1-pyrrolidinecarbodithioate), C(C)(=O)O (Acetic acid). The solvent is CO (methanol). Conditions: temperature 10 celsius. The product is N1(CCCC1)C(=S)SC(C1=CC=CC=C1)C[N+](=O)[O-] (α-(nitromethyl)benzyl 1-pyrrolidinecarbodithioate). Yield: 77.0%. As a reaction SMILES: [N+:1]([CH:4]=[CH:5][C:6]1[CH:11]=[CH:10][CH:9]=[CH:8][CH:7]=1)([O-:3])=[O:2].[N:12]1([C:17]([S-:19])=[S:18])[CH2:16][CH2:15][CH2:14][CH2:13]1.[NH4+].C(O)(=O)C>CO>[N:12]1([C:17]([S:19][CH:5]([CH2:4][N+:1]([O-:3])=[O:2])[C:6]2[CH:11]=[CH:10][CH:9]=[CH:8][CH:7]=2)=[S:18])[CH2:16][CH2:15][CH2:14][CH2:13]1 |f:1.2|. Reported procedure: β-Nitrostyrene (7.5 grams, 0.050 mole) was added to a cooled (10° C.) stirred slurry of ammonium 1-pyrrolidinecarbodithioate (8.2 grams, 0.050 mole) in methanol (50 ml.). The temperature of the mixture fell to 5° C., then rapidly climbed to 10° C. The cooling bath was removed and the reaction temperature rose slowly to 22° C. Acetic acid (3.0 grams, 0.05 mole) was added, the slurry was cooled to 10° C. and the solid was filtered off, washed with water, and dried in air. The crude product melted ... Starting materials: O=C1CCC(=O)N1Br, COc1ccc(CC(=O)O)cc1C, ClC(Cl)Cl, CC(C)(C#N)N=NC(C)(C)C#N. Yields the product COc1ccc(CC(=O)O)cc1CBr. RXN SMILES: [Br:1][N:2]1[C:3](=[O:4])[CH2:5][CH2:6][C:7]1=[O:8].[CH3:21][O:22][c:23]1[c:24]([CH3:33])[cH:25][c:26]([CH2:29][C:30](=[O:31])[OH:32])[cH:27][cH:28]1.[CH:34]([Cl:35])([Cl:36])[Cl:37].[N:9]([C:10]([CH3:11])([CH3:12])[C:13]#[N:14])=[N:15][C:16]([CH3:17])([CH3:18])[C:19]#[N:20]>>[Br:1][CH2:33][c:24]1[c:23]([O:22][CH3:21])[cH:28][cH:27][c:26]([CH2:29][C:30](=[O:31])[OH:32])[cH:25]1. The solvent is C(C)OCC (diethylether), C(C)OCC (diethylether). Starting materials: FC1=CC=C(OCCOC2=C(C=C(C=C2)CCN)OC)C=C1 (2-{4-[2-(4-fluoro-phenoxy)-ethoxy]-3-methoxy-phenyl}-ethylamine), Cl (hydrogen chloride). Procedure details: To 2-{4-[2-(4-fluoro-phenoxy)-ethoxy]-3-methoxy-phenyl}-ethylamine (15.7 g) dissolved in diethylether (200 ml) is added 1M hydrogen chloride solution in diethylether (75 ml). The resulting residue is isolated by separation in a centrifuge and decantation. 2-{4-[2-(4-Fluoro-phenoxy)-ethoxy]-3-methoxy-phenyl}-ethylamine hydrochloride is obtained. As a reaction SMILES: [F:1][C:2]1[CH:22]=[CH:21][C:5]([O:6][CH2:7][CH2:8][O:9][C:10]2[CH:15]=[CH:14][C:13]([CH2:16][CH2:17][NH2:18])=[CH:12][C:11]=2[O:19][CH3:20])=[CH:4][CH:3]=1.[ClH:23]>C(OCC)C>[ClH:23].[F:1][C:2]1[CH:3]=[CH:4][C:5]([O:6][CH2:7][CH2:8][O:9][C:10]2[CH:15]=[CH:14][C:13]([CH2:16][CH2:17][NH2:18])=[CH:12][C:11]=2[O:19][CH3:20])=[CH:21][CH:22]=1 |f:3.4|. The product is Cl.FC1=CC=C(OCCOC2=C(C=C(C=C2)CCN)OC)C=C1 (2-{4-[2-(4-Fluoro-phenoxy)-ethoxy]-3-methoxy-phenyl}-ethylamine hydrochloride). Reactants: CCOCC, CNc1ccc(-c2nc3ccc(OC)cc3o2)cn1, ClCCl, Cl. RXN SMILES: [CH2:24]([O:25][CH2:26][CH3:27])[CH3:28].[CH3:1][O:2][c:3]1[cH:4][c:5]2[c:6]([n:7][c:8](-[c:10]3[cH:11][cH:12][c:13]([NH:16][CH3:17])[n:14][cH:15]3)[o:9]2)[cH:18][cH:19]1.[Cl:21][CH2:22][Cl:23].[ClH:20]>>[OH:2][c:3]1[cH:4][c:5]2[c:6]([n:7][c:8](-[c:10]3[cH:11][cH:12][c:13]([NH:16][CH3:17])[n:14][cH:15]3)[o:9]2)[cH:18][cH:19]1. Yields the product CNc1ccc(-c2nc3ccc(O)cc3o2)cn1. The yield is 72.0%. Run in C(C)(=O)OCC (ethyl acetate). Product: CN1C(CC[C@@]2(C3=C(CC[C@@H]12)C=C(C=C3)C=3SC=C(C3)C)C)=O ((+)-(4aR)-(10bR)-4-methyl-8-(4-methylthiophenyl)-10b-methyl-1,2,3,4,4a,5,6,10b-octahydrobenzo[f]quinolin-3-one). Run at time 4 hour. As a reaction SMILES: [CH3:1][C:2]1[CH:3]=[C:4]([C:7]2[CH:22]=[CH:21][C:10]3[C@:11]4([CH3:20])[C@@H:16]([CH2:17][CH2:18][C:9]=3[CH:8]=2)[NH:15][C:14](=[O:19])[CH2:13][CH2:12]4)[S:5][CH:6]=1.[C:23](O)(C)(C)C.CC(C)([O-])C.[K+].CI>C(OCC)(=O)C>[CH3:23][N:15]1[C@H:16]2[C@@:11]([CH3:20])([C:10]3[CH:21]=[CH:22][C:7]([C:4]4[S:5][CH:6]=[C:2]([CH3:1])[CH:3]=4)=[CH:8][C:9]=3[CH2:18][CH2:17]2)[CH2:12][CH2:13][C:14]1=[O:19] |f:2.3|. Reported procedure: A 15 mL round bottom flask was charged with (+)-(4aR)-(10bR)-8-(4-methylthiophenyl)-10b-methyl-1,2,3,4,4a,5,6,10b-octahydrobenzo[f]quinolin-3-one (20 mg, 0.06 mmol), 0.10 mL of t-butanol, and potassium t-butoxide (20 mg, 0.18 mmol). Methyl iodide (0.011 mL, 0.18 mmol) was added and the mixture was stirred at room temperature for 4 h. The mixture was diluted with ethyl acetate, and purified by silica gel chromatography (ethyl acetate eluent) to give 15 mg (72%) of the title compound as a white so... The reactants are CC=1C=C(SC1)C1=CC2=C([C@]3(CCC(N[C@@H]3CC2)=O)C)C=C1 ((+)-(4aR)-(10bR)-8-(4-methylthiophenyl)-10b-methyl-1,2,3,4,4a,5,6,10b-octahydrobenzo[f]quinolin-3-one), C(C)(C)(C)O (t-butanol), CC(C)([O-])C.[K+] (potassium t-butoxide), CI (Methyl iodide). Starting materials: BrC1=CC=C(C=C1)S(=O)(=O)Cl (4-Bromobenzene sulfonyl chloride), C(C)(C)N (isopropylamine). Solvent: ClCCl (dichloromethane). The product is BrC1=CC=C(C=C1)S(=O)(=O)NC(C)C (4-bromo-N-isopropylbenzenesulfonamide). Isolated yield 27.7%. Reaction SMILES: [Br:1][C:2]1[CH:7]=[CH:6][C:5]([S:8](Cl)(=[O:10])=[O:9])=[CH:4][CH:3]=1.[CH:12]([NH2:15])([CH3:14])[CH3:13]>ClCCl>[Br:1][C:2]1[CH:7]=[CH:6][C:5]([S:8]([NH:15][CH:12]([CH3:14])[CH3:13])(=[O:10])=[O:9])=[CH:4][CH:3]=1. Procedure details: According to general procedure C, 4-Bromobenzene sulfonyl chloride (0.40 g, 1.56 mmol) and isopropylamine (0.33 mL, 3.90 mmol) were stirred together with dry dichloromethane (5 mL) for 16 hours. 4-bromo-N-isopropylbenzenesulfonamide (0.12 g, 28%) was provided after purification. MS (ESI) m/z 278. HPLC purity 100.0% at 210-370 nm, 8.7 min.; the Xterra® RP18 column, 3.5μ, 150×4.6 mm column, 1.2 mL/min., 85/15-5/95 (ammonium formate buffer pH=3.5/ACN+MeOH) for 10 min., hold 4 min. The reactants are diester, ester amide, S(=O)(Cl)Cl (thionyl chloride), COC(=O)C(CCCC(=O)N)CC=C (5-methoxycarbonyl-oct-7-enoic acid amide), COC(=O)C(CCCC(=O)OC)CC=C (methyl 5-methoxycarbonyl-oct-7-enoate), N (ammonia), C(C=C)C1(C(CCC1)=O)C(=O)OC (Methyl 1-allyl-2-oxocyclopentane-1-carboxylate), N (ammonia). Run in CO (methanol). Yields the product COC(=O)C(CCCC#N)CC=C (5-methoxycarbonyl-oct-7-enenitrile). RXN SMILES: C(C1(C(OC)=O)CCCC1=O)C=C.N.[CH3:15][O:16][C:17]([CH:19]([CH2:26][CH:27]=[CH2:28])[CH2:20][CH2:21][CH2:22][C:23]([NH2:25])=O)=[O:18].COC(C(CC=C)CCCC(OC)=O)=O.S(Cl)(Cl)=O>CO>[CH3:15][O:16][C:17]([CH:19]([CH2:26][CH:27]=[CH2:28])[CH2:20][CH2:21][CH2:22][C:23]#[N:25])=[O:18]. Reported procedure: Methyl 1-allyl-2-oxocyclopentane-1-carboxylate (1.1 kg) is added to 1100 ml of methanol previously saturated with ammonia gas at ice bath temperature. The reaction mixture is stirred first at ice bath temperature and then at room temperature overnight with constant introduction of ammonia. The reaction mixture is evaporated to dryness to yield starting material and a mixture of 5-methoxycarbonyl-oct-7-enoic acid amide and methyl 5-methoxycarbonyl-oct-7-enoate. The residue is distilled under redu... Reactants: C=CCBr, CO, [H-], [Na+], CN(C)C=O, O=C1NCc2c3c(c4[nH]c5ccccc5c4c21)Cc1ccccc1-3. Yields the product C=CCC1c2ccccc2-c2c3c(c4c([nH]c5ccccc54)c21)C(=O)NC3. As a reaction SMILES: [CH2:27]([CH:28]=[CH2:29])[Br:30].[CH3:31][OH:32].[H-:26].[Na+:25].[O:33]=[CH:34][N:35]([CH3:36])[CH3:37].[cH:1]1[cH:2][cH:3][cH:4][c:5]2[c:6]1[CH2:7][c:8]1[c:9]-2[c:10]2[c:11]([c:12]3[c:13]4[cH:14][cH:15][cH:16][cH:17][c:18]4[nH:19][c:20]13)[C:21](=[O:24])[NH:22][CH2:23]2>>[cH:1]1[cH:2][cH:3][cH:4][c:5]2[c:6]1[CH:7]([CH2:29][CH:28]=[CH2:27])[c:8]1[c:9]-2[c:10]2[c:11]([c:12]3[c:13]4[cH:14][cH:15][cH:16][cH:17][c:18]4[nH:19][c:20]13)[C:21](=[O:24])[NH:22][CH2:23]2.